This data is from the Open Reaction Database (ORD), a public repository of structured organic reaction records. The task is: describe an organic reaction: reactants, conditions, products, and yield Starting materials: BrC=1C=NC=2N(C1)N=C(C2)C(=O)O (6-bromo-pyrazolo[1,5-a]pyrimidine-2-carboxylic acid), COC1=NC=CC=C1C1=C2CCNC(C2=CC=C1)C (5-(2-Methoxy-pyridin-3-yl)-1-methyl-1,2,3,4-tetrahydro-isoquinoline). Product: BrC=1C=NC=2N(C1)N=C(C2)C(=O)N2C(C1=CC=CC(=C1CC2)C=2C(=NC=CC2)OC)C ((6-Bromo-pyrazolo[1,5-a]pyrimidin-2-yl)-[5-(2-methoxy-pyridin-3-yl)-1-methyl-3,4-dihydro-1H-isoquinolin-2-yl]-methanone). RXN SMILES: [Br:1][C:2]1[CH:3]=[N:4][C:5]2[N:6]([N:8]=[C:9]([C:11]([OH:13])=O)[CH:10]=2)[CH:7]=1.[CH3:14][O:15][C:16]1[C:21]([C:22]2[CH:31]=[CH:30][CH:29]=[C:28]3[C:23]=2[CH2:24][CH2:25][NH:26][CH:27]3[CH3:32])=[CH:20][CH:19]=[CH:18][N:17]=1>>[Br:1][C:2]1[CH:3]=[N:4][C:5]2[N:6]([N:8]=[C:9]([C:11]([N:26]3[CH2:25][CH2:24][C:23]4[C:28](=[CH:29][CH:30]=[CH:31][C:22]=4[C:21]4[C:16]([O:15][CH3:14])=[N:17][CH:18]=[CH:19][CH:20]=4)[CH:27]3[CH3:32])=[O:13])[CH:10]=2)[CH:7]=1. Reported procedure: In close analogy to the procedure described in Example 1, 6-bromo-pyrazolo[1,5-a]pyrimidine-2-carboxylic acid is reacted with 5-(2-Methoxy-pyridin-3-yl)-1-methyl-1,2,3,4-tetrahydro-isoquinoline to provide the title compound in moderate yield. Starting materials: [Li+].CC(C)[N-]C(C)C (LDA), N1=CC(=CC=C1)CC=1C=NC=CC1 (3-(pyridine-3-ylmethyl)pyridine), BrC1=CC=CC(=N1)C(C=1C=C(C#N)C=CC1)Cl (3-[(6-bromopyridin-2-yl)(chloro)methyl]benzonitrile). Run in C1CCOC1 (THF). Reaction conditions: temperature -78 celsius, time 1 hour. Product: BrC1=CC=CC(=N1)C(C(C=1C=NC=CC1)C=1C=NC=CC1)C=1C=C(C#N)C=CC1 (racemic 3-[1-(6-bromopyridin-2-yl)-2,2-dipyridin-3-ylethyl]benzonitrile). Reaction SMILES: [N:1]1[CH:6]=[CH:5][CH:4]=[C:3]([CH2:7][C:8]2[CH:9]=[N:10][CH:11]=[CH:12][CH:13]=2)[CH:2]=1.[Li+].CC([N-]C(C)C)C.[Br:22][C:23]1[N:28]=[C:27]([CH:29](Cl)[C:30]2[CH:31]=[C:32]([CH:35]=[CH:36][CH:37]=2)[C:33]#[N:34])[CH:26]=[CH:25][CH:24]=1>C1COCC1>[Br:22][C:23]1[N:28]=[C:27]([CH:29]([C:30]2[CH:31]=[C:32]([CH:35]=[CH:36][CH:37]=2)[C:33]#[N:34])[CH:7]([C:8]2[CH:9]=[N:10][CH:11]=[CH:12][CH:13]=2)[C:3]2[CH:2]=[N:1][CH:6]=[CH:5][CH:4]=2)[CH:26]=[CH:25][CH:24]=1 |f:1.2|. Reported procedure: To a mixture of 3-(pyridine-3-ylmethyl)pyridine (0.700 g, 4.11 mmol) in anhydrous THF (20 mL) @ −78° C. under N2 was added LDA (3.43 mL, 1.8 M) dropwise. The mixture was stirred for 1 hr @ −78° C., and 3-[(6-bromopyridin-2-yl)(chloro)methyl]benzonitrile was added. The reaction was warmed to 0° C., and stirred for 2 hr. The resulting mixture was quenched with saturated aqueous NH4Cl, and extracted 3× with EtOAc. The combined organics were dried (anhd. Na2SO4), filtered, and concentrated. The resi... Reactants: COC=1C=C(C=CC1)C=1C(=NC=CC1)C#N (3-(3-methoxyphenyl)-pyridine-2-carbonitrile), [OH-].[Na+] (NaOH), CO (methanol), CO (methanol). The product is COC=1C=C(C=CC1)C=1C(=NC=CC1)C(=O)O (3-(3-methoxy-phenyl)-pyridine-2-carboxylic acid). As a reaction SMILES: [CH3:1][O:2][C:3]1[CH:4]=[C:5]([C:9]2[C:10]([C:15]#N)=[N:11][CH:12]=[CH:13][CH:14]=2)[CH:6]=[CH:7][CH:8]=1.[OH-:17].[Na+].C[OH:20]>>[CH3:1][O:2][C:3]1[CH:4]=[C:5]([C:9]2[C:10]([C:15]([OH:20])=[O:17])=[N:11][CH:12]=[CH:13][CH:14]=2)[CH:6]=[CH:7][CH:8]=1 |f:1.2|. Procedure: A mixture of 3-(3-methoxyphenyl)-pyridine-2-carbonitrile (12.00 g), 15 M aqueous NaOH solution (40 mL), and methanol (60 mL) is stirred at reflux temperature for 7 h. After cooling to room temperature, most of the methanol is evaporated and the residue is cooled in an ice bath and adjusted to pH value ca. 4-5 by the careful addition of concentrated hydrochloric acid. The resulting mixture is concentrated to ca. 50 ml by evaporation and extracted with dichloromethane/methanol (9:1) several times.... Starting materials: F[B-](F)(F)F, CCc1ccc(CC(NC(=O)N2CCC(N3CCc4ccccc4NC3=O)CC2)C(=O)O)cc1CC, CCN(C(C)C)C(C)C, C1CCOC1, CN(C)C1CCNCC1, CCOC(C)=O, CN(C)C=O, CN(C)C(On1nnc2ccccc21)=[N+](C)C. The product is CCc1ccc(CC(NC(=O)N2CCC(N3CCc4ccccc4NC3=O)CC2)C(=O)N2CCC(N(C)C)CC2)cc1CC. As a reaction SMILES: [B-:37]([F:38])([F:39])([F:40])[F:41].[CH2:1]([CH3:2])[c:3]1[cH:4][c:5]([CH2:11][CH:12]([C:13](=[O:14])[OH:15])[NH:16][C:17](=[O:18])[N:19]2[CH2:20][CH2:21][CH:22]([N:25]3[C:26](=[O:36])[NH:27][c:28]4[c:29]([cH:32][cH:33][cH:34][cH:35]4)[CH2:30][CH2:31]3)[CH2:23][CH2:24]2)[cH:6][cH:7][c:8]1[CH2:9][CH3:10].[CH2:59]([N:60]([CH:61]([CH3:62])[CH3:63])[CH:64]([CH3:65])[CH3:66])[CH3:67].[CH2:88]1[O:89][CH2:90][CH2:91][CH2:92]1.[CH3:68][N:69]([CH:70]1[CH2:71][CH2:72][NH:73][CH2:74][CH2:75]1)[CH3:76].[CH3:77][CH2:78][O:79][C:80]([CH3:81])=[O:82].[O:83]=[CH:84][N:85]([CH3:86])[CH3:87].[n:42]1([O:43][C:44]([N:45]([CH3:46])[CH3:47])=[N+:48]([CH3:49])[CH3:50])[c:51]2[cH:52][cH:53][cH:54][cH:55][c:56]2[n:57][n:58]1>>[CH2:1]([CH3:2])[c:3]1[cH:4][c:5]([CH2:11][CH:12]([C:13](=[O:14])[N:73]2[CH2:72][CH2:71][CH:70]([N:69]([CH3:68])[CH3:76])[CH2:75][CH2:74]2)[NH:16][C:17](=[O:18])[N:19]2[CH2:20][CH2:21][CH:22]([N:25]3[C:26](=[O:36])[NH:27][c:28]4[c:29]([cH:32][cH:33][cH:34][cH:35]4)[CH2:30][CH2:31]3)[CH2:23][CH2:24]2)[cH:6][cH:7][c:8]1[CH2:9][CH3:10]. Yields the product C(C)(C)(C)[SiH2]OC(C(C#C)(C)NC(C(SC)OC=1C=C2C=C(C=NC2=CC1)C#C)=O)(C1=CC=CC=C1)C1=CC=CC=C1 (N-[1-(tert-butyl-diphenyl-silanyloxymethyl)-1-methyl-prop-2-ynyl]-2-(3-ethynyl-quinolin-6-yloxy)-2-methylsulfanyl-acetamide). The solvent is CO (methanol), CO (methanol), [Cl-].[Na+].O (brine), CO (methanol). Conditions: temperature 0 celsius, time 16 hour. Reactants: CC(C(C(=[N+]=[N-])P([O-])([O-])=O)=O)C (dimethyl-1-diazo-2-oxopropylphosphonate), C(C)(C)(C)[SiH2]OC(C(C=O)(C)NC(C(SC)OC=1C=C2C=C(C=NC2=CC1)C#C)=O)(C1=CC=CC=C1)C1=CC=CC=C1 (N-[1-(tert-Butyl-diphenyl-silanyloxymethyl)-1-methyl-2-oxo-ethyl]-2-(3-ethynyl-quinolin-6-yloxy)-2-methylsulfanyl-acetamide), C(C)(=O)OCC (ethyl acetate), C([O-])([O-])=O.[K+].[K+] (Potassium carbonate). Reported procedure: A solution of dimethyl-1-diazo-2-oxopropylphosphonate (0.86 g) in dry methanol (20 ml) was added at R.T. to a solution of crude N-[1-(tert-Butyl-diphenyl-silanyloxymethyl)-1-methyl-2-oxo-ethyl]-2-(3-ethynyl-quinolin-6-yloxy)-2-methylsulfanyl-acetamide in dry methanol (40 ml). The reaction medium was cooled down to 0° C. and Potassium carbonate (0.773 g) was added portion wise along with additional dry methanol (10 ml). The reaction mixture was allowed to warm up to R.T., further stirred for 16 h... As a reaction SMILES: [CH3:1]C(C)C(=O)C(P(=O)([O-])[O-])=[N+]=[N-].[C:13]([SiH2:17][O:18][C:19]([C:49]1[CH:54]=[CH:53][CH:52]=[CH:51][CH:50]=1)([C:43]1[CH:48]=[CH:47][CH:46]=[CH:45][CH:44]=1)[C:20]([NH:24][C:25](=[O:42])[CH:26]([O:29][C:30]1[CH:31]=[C:32]2[C:37](=[CH:38][CH:39]=1)[N:36]=[CH:35][C:34]([C:40]#[CH:41])=[CH:33]2)[S:27][CH3:28])([CH3:23])[CH:21]=O)([CH3:16])([CH3:15])[CH3:14].C(=O)([O-])[O-].[K+].[K+].C(OCC)(=O)C>CO.[Cl-].[Na+].O>[C:13]([SiH2:17][O:18][C:19]([C:49]1[CH:54]=[CH:53][CH:52]=[CH:51][CH:50]=1)([C:43]1[CH:48]=[CH:47][CH:46]=[CH:45][CH:44]=1)[C:20]([NH:24][C:25](=[O:42])[CH:26]([O:29][C:30]1[CH:31]=[C:32]2[C:37](=[CH:38][CH:39]=1)[N:36]=[CH:35][C:34]([C:40]#[CH:41])=[CH:33]2)[S:27][CH3:28])([CH3:23])[C:21]#[CH:1])([CH3:14])([CH3:15])[CH3:16] |f:2.3.4,7.8.9|. The reactants are C(CCC)O (n-butyl alcohol), N1=CC=CC=C1 (pyridine), ClC(=O)OC(CC(C)(OOC(C)(C)C)C)C (1,3-dimethyl-3-(t-butylperoxy)butyl chloroformate). The solvent is C(C)OCC (diethyl ether). The product is C(OC(CC(C)(OOC(C)(C)C)C)C)(OCCCC)=O (1,3-Dimethyl-3-(t-butylperoxy)butyl n-butyl carbonate). As a reaction SMILES: C([OH:5])CCC.N1C=[CH:10][CH:9]=[CH:8][CH:7]=1.Cl[C:13]([O:15][CH:16]([CH3:27])[CH2:17][C:18]([CH3:26])([O:20][O:21][C:22]([CH3:25])([CH3:24])[CH3:23])[CH3:19])=[O:14]>C(OCC)C>[C:13](=[O:5])([O:14][CH2:7][CH2:8][CH2:9][CH3:10])[O:15][CH:16]([CH3:27])[CH2:17][C:18]([CH3:26])([O:20][O:21][C:22]([CH3:25])([CH3:24])[CH3:23])[CH3:19]. Procedure: To a solution of 8.1 g. (0.11 mole) of n-butyl alcohol and 7.9 g. (0.1 mole) of pyridine in diethyl ether cooled to 10°±1° C was added a solution of 27.0 g. (0.1 mole) 1,3-dimethyl-3-(t-butylperoxy)butyl chloroformate. The reaction temperature was controlled at 15°±1° C during the addition. Starting materials: Brc1nnc(-c2ccccc2)s1, CCCCCCCCCCOc1ccc(B(O)O)c(F)n1, Cc1ccccc1, CCO, [Na+], [Na+], O=C([O-])[O-], O, c1ccc(P(c2ccccc2)(c2ccccc2)[Pd](P(c2ccccc2)(c2ccccc2)c2ccccc2)(P(c2ccccc2)(c2ccccc2)c2ccccc2)P(c2ccccc2)(c2ccccc2)c2ccccc2)cc1. The product is CCCCCCCCCCOc1ccc(-c2nnc(-c3ccccc3)s2)c(F)n1. As a reaction SMILES: [Br:22][c:23]1[s:24][c:25](-[c:28]2[cH:29][cH:30][cH:31][cH:32][cH:33]2)[n:26][n:27]1.[CH2:1]([CH2:2][CH2:3][CH2:4][CH2:5][CH2:6][CH2:7][CH2:8][CH2:9][CH3:10])[O:11][c:12]1[cH:13][cH:14][c:15]([B:19]([OH:20])[OH:21])[c:16]([F:18])[n:17]1.[CH3:40][c:41]1[cH:42][cH:43][cH:44][cH:45][cH:46]1.[CH3:47][CH2:48][OH:49].[Na+:34].[Na+:35].[O-:36][C:37](=[O:38])[O-:39].[OH2:50].[cH:51]1[cH:52][cH:53][c:54]([P:55]([Pd:56]([P:57]([c:58]2[cH:59][cH:60][cH:61][cH:62][cH:63]2)([c:64]2[cH:65][cH:66][cH:67][cH:68][cH:69]2)[c:70]2[cH:71][cH:72][cH:73][cH:74][cH:75]2)([P:76]([c:77]2[cH:78][cH:79][cH:80][cH:81][cH:82]2)([c:83]2[cH:84][cH:85][cH:86][cH:87][cH:88]2)[c:89]2[cH:90][cH:91][cH:92][cH:93][cH:94]2)[P:95]([c:96]2[cH:97][cH:98][cH:99][cH:100][cH:101]2)([c:102]2[cH:103][cH:104][cH:105][cH:106][cH:107]2)[c:108]2[cH:109][cH:110][cH:111][cH:112][cH:113]2)([c:114]2[cH:115][cH:116][cH:117][cH:118][cH:119]2)[c:120]2[cH:121][cH:122][cH:123][cH:124][cH:125]2)[cH:126][cH:127]1>>[CH2:1]([CH2:2][CH2:3][CH2:4][CH2:5][CH2:6][CH2:7][CH2:8][CH2:9][CH3:10])[O:11][c:12]1[cH:13][cH:14][c:15](-[c:23]2[s:24][c:25](-[c:28]3[cH:29][cH:30][cH:31][cH:32][cH:33]3)[n:26][n:27]2)[c:16]([F:18])[n:17]1. Starting materials: CCOC(=O)c1cc(F)c(Cl)cc1NC1CC1, C1CCOC1, CO, [Li+], [OH-]. Product: O=C(O)c1cc(F)c(Cl)cc1NC1CC1. RXN SMILES: [CH2:1]([CH3:2])[O:3][C:4]([c:5]1[c:6]([NH:13][CH:14]2[CH2:15][CH2:16]2)[cH:7][c:8]([Cl:12])[c:9]([F:11])[cH:10]1)=[O:17].[CH2:22]1[O:23][CH2:24][CH2:25][CH2:26]1.[CH3:20][OH:21].[Li+:19].[OH-:18]>>[O:3]=[C:4]([c:5]1[c:6]([NH:13][CH:14]2[CH2:15][CH2:16]2)[cH:7][c:8]([Cl:12])[c:9]([F:11])[cH:10]1)[OH:17].